Dataset: the Open Reaction Database (ORD), a public repository of structured organic reaction records. Task: describe an organic reaction: reactants, conditions, products, and yield Reactants: CCOC(=O)C (EtOAc), C(C)(C)(C)OC(=O)N1CC(N(CC1)CC1=C(C=CC(=C1)O)Cl)=O (4-[2-chloro-5-(hydroxy)-benzyl]-3-oxo-piperazine-1-carboxylic acid tert-butyl ester), C(C)(C)(C)[Si](Cl)(C1=CC=CC=C1)C1=CC=CC=C1 (tert-butyldiphenylchlorosilane), N1C=NC=C1 (imidazole). The solvent is CN(C)C=O (DMF). The product is C(C)(C)(C)OC(=O)N1CC(N(CC1)CC1=C(C=CC(=C1)O[Si](C1=CC=CC=C1)(C1=CC=CC=C1)C(C)(C)C)Cl)=O (4-[2-chloro-5-(tert-butyldiphenylsilyloxy)-benzyl]-3-oxo-piperazine-1-carboxylic acid tert-butyl ester). RXN SMILES: [C:1]([O:5][C:6]([N:8]1[CH2:13][CH2:12][N:11]([CH2:14][C:15]2[CH:20]=[C:19]([OH:21])[CH:18]=[CH:17][C:16]=2[Cl:22])[C:10](=[O:23])[CH2:9]1)=[O:7])([CH3:4])([CH3:3])[CH3:2].[C:24]([Si:28]([C:36]1[CH:41]=[CH:40][CH:39]=[CH:38][CH:37]=1)([C:30]1[CH:35]=[CH:34][CH:33]=[CH:32][CH:31]=1)Cl)([CH3:27])([CH3:26])[CH3:25].N1C=CN=C1.CCOC(C)=O>CN(C=O)C>[C:1]([O:5][C:6]([N:8]1[CH2:13][CH2:12][N:11]([CH2:14][C:15]2[CH:20]=[C:19]([O:21][Si:28]([C:24]([CH3:27])([CH3:26])[CH3:25])([C:36]3[CH:37]=[CH:38][CH:39]=[CH:40][CH:41]=3)[C:30]3[CH:35]=[CH:34][CH:33]=[CH:32][CH:31]=3)[CH:18]=[CH:17][C:16]=2[Cl:22])[C:10](=[O:23])[CH2:9]1)=[O:7])([CH3:4])([CH3:2])[CH3:3]. Reported procedure: A solution of product from step D (2.75 g, 8.48 mmol), tert-butyldiphenylchlorosilane (2.20 mL, 8.48 mmol), and imidazole (860 mg, 12.7 mmol) in DMF (50 mL) was stirred at 60° C. for 15 hours. The reaction was poured into EtOAc (200 ml) and washed with H2O (3×100 ml). The organic layer was dried with magnesium sulfate, filtered, and concentrated in vacuo. The crude product was purified by column chromatography (25-30% ethyl acetate/hexane) to provide the title compound. Starting materials: COC(C)(C)C, CC(C)=CCBr, C1CCOC1, CC(C)[N-]C(C)C, CC1=CCCCC1=O, [Cl-], [Li+], [NH4+]. The product is CC(C)=CCC1CCC=C(C)C1=O. Reaction SMILES: [C:30]([O:31][CH3:32])([CH3:33])([CH3:34])[CH3:35].[CH2:17]([CH:18]=[C:19]([CH3:20])[CH3:21])[Br:22].[CH2:25]1[O:26][CH2:27][CH2:28][CH2:29]1.[CH3:2][CH:3]([N-:4][CH:5]([CH3:6])[CH3:7])[CH3:8].[CH3:9][C:10]1=[CH:15][CH2:14][CH2:13][CH2:12][C:11]1=[O:16].[Cl-:23].[Li+:1].[NH4+:24]>>[CH3:9][C:10]1=[CH:15][CH2:14][CH2:13][CH:12]([CH2:17][CH:18]=[C:19]([CH3:20])[CH3:21])[C:11]1=[O:16]. The reactants are O=C(CCC1C(CN(CC1)CCSC1=C(C=CC(=C1)F)F)CC(=O)OC)C1=C(C=NC2=CC=C(C=C12)OC)F (methyl (3RS,4RS)-4-[3-oxo-3-(3-fluoro-6-methoxyquinolin-4-yl)propyl]-1-[2-(2,5-difluorophenylsulfanyl)ethyl]piperidine-3-acetate), [OH-].[Na+] (sodium hydroxide), O1CCOCC1 (dioxane), O (water). Solvent: C(C)OCC (diethyl ether). Reaction conditions: temperature 20 celsius, time 1 hour. Product: O=C(CCC1C(CN(CC1)CCSC1=C(C=CC(=C1)F)F)CC(=O)O)C1=C(C=NC2=CC=C(C=C12)OC)F ((3RS,4RS)-4-[3-oxo-3-(3-fluoro-6-methoxyquinolin-4-yl)-propyl]-1-[2-(2,5-difluoro-phenylsulfanyl)ethyl]piperidine-3-acetic acid). The yield is 78.6%. RXN SMILES: [O:1]=[C:2]([C:27]1[C:36]2[C:31](=[CH:32][CH:33]=[C:34]([O:37][CH3:38])[CH:35]=2)[N:30]=[CH:29][C:28]=1[F:39])[CH2:3][CH2:4][CH:5]1[CH2:10][CH2:9][N:8]([CH2:11][CH2:12][S:13][C:14]2[CH:19]=[C:18]([F:20])[CH:17]=[CH:16][C:15]=2[F:21])[CH2:7][CH:6]1[CH2:22][C:23]([O:25]C)=[O:24].[OH-].[Na+].O1CCOCC1.O>C(OCC)C>[O:1]=[C:2]([C:27]1[C:36]2[C:31](=[CH:32][CH:33]=[C:34]([O:37][CH3:38])[CH:35]=2)[N:30]=[CH:29][C:28]=1[F:39])[CH2:3][CH2:4][CH:5]1[CH2:10][CH2:9][N:8]([CH2:11][CH2:12][S:13][C:14]2[CH:19]=[C:18]([F:20])[CH:17]=[CH:16][C:15]=2[F:21])[CH2:7][CH:6]1[CH2:22][C:23]([OH:25])=[O:24] |f:1.2|. Reported procedure: A mixture of 0.3 g of methyl (3RS,4RS)-4-[3-oxo-3-(3-fluoro-6-methoxyquinolin-4-yl)propyl]-1-[2-(2,5-difluorophenylsulfanyl)ethyl]piperidine-3-acetate in 1.34 cm3 of a 1N aqueous sodium hydroxide solution and 5 cm3 of dioxane is brought to a temperature in the region of 60° C. with stirring and under an inert atmosphere for 1 hour. After cooling to around 20° C., the reaction medium is evaporated to dryness under reduced pressure (2 kPa) at a temperature in the region of 50° C. The evaporation r... Starting materials: CCSC(SCC)C(F)(F)C(F)(F)F, ClCCl, [K+], [OH-]. The product is CCSC(SCC)=C(F)C(F)(F)F. RXN SMILES: [CH2:1]([CH3:2])[S:3][CH:4]([C:5]([C:6]([F:7])([F:8])[F:9])([F:10])[F:11])[S:12][CH2:13][CH3:14].[Cl:15][CH2:16][Cl:17].[K+:19].[OH-:18]>>[CH2:1]([CH3:2])[S:3][C:4](=[C:5]([C:6]([F:7])([F:8])[F:9])[F:10])[S:12][CH2:13][CH3:14]. Starting materials: N1C[C@H](CC1)O ((S)-(−)-3-pyrrolidinol), NC1=C2C(=NC=N1)N(N=C2C2=CC=C(C=C2)NC=2OC1=C(N2)C=C(C=C1C)C)C1CN(CC1)C (rac-N2-{4-[4-Amino-1-(1-methyltetrahydro-1H-3-pyrrolyl)-1H-pyrazolo[3,4-d]pyrimidin-3-yl]phenyl}-5,7-dimethyl-1,3-benzoxazol-2-amine). The product is NC1=C2C(=NC=N1)N(N=C2C2=CC=C(C=C2)NC=2OC1=C(N2)C=C(C=C1C)C)[C@H]1CN(CC1)C (N2-(4-{4-amino-1-[(3R)-1-methyltetrahydro-1H-3-pyrrolyl]-1H-pyrazolo[3,4-d]pyrimidin-3-yl}phenyl)-5,7-dimethyl-1,3-benzoxazol-2-amine), solid. Reported procedure: N2-(4-{4-amino-1-[(3R)-1-methyltetrahydro-1H-3-pyrrolyl]-1H-pyrazolo[3,4-d]pyrimidin-3-yl}phenyl)-5,7-dimethyl-1,3-benzoxazol-2-amine was prepared from (S)-(−)-3-pyrrolidinol in a manner analogous to that used for the preparation of rac-N2-{4-[4-Amino-1-(1-methyltetrahydro-1H-3-pyrrolyl)-1H-pyrazolo[3,4-d]pyrimidin-3-yl]phenyl}-5,7-dimethyl-1,3-benzoxazol-2-amine. The compound was formed as a white solid (0.195 g, 53%). 1H NMR (DMSO-d6, 400 MHz) 1H NMR (DMSO-d6, 400 MHz) 2.31-2.35 (m, 2H), 2.32 ... The yield is 53.0%. Reaction SMILES: N1CC[C@H](O)C1.[NH2:7][C:8]1[N:13]=[CH:12][N:11]=[C:10]2[N:14]([CH:35]3[CH2:39][CH2:38][N:37]([CH3:40])[CH2:36]3)[N:15]=[C:16]([C:17]3[CH:22]=[CH:21][C:20]([NH:23][C:24]4[O:25][C:26]5[C:32]([CH3:33])=[CH:31][C:30]([CH3:34])=[CH:29][C:27]=5[N:28]=4)=[CH:19][CH:18]=3)[C:9]=12>>[NH2:7][C:8]1[N:13]=[CH:12][N:11]=[C:10]2[N:14]([C@@H:35]3[CH2:39][CH2:38][N:37]([CH3:40])[CH2:36]3)[N:15]=[C:16]([C:17]3[CH:18]=[CH:19][C:20]([NH:23][C:24]4[O:25][C:26]5[C:32]([CH3:33])=[CH:31][C:30]([CH3:34])=[CH:29][C:27]=5[N:28]=4)=[CH:21][CH:22]=3)[C:9]=12. The reactants are ClC1=CC(=C(C=N1)CO)NCC ((6-chloro-4-(ethylamino)pyridin-3-yl)methanol). Reagents/catalysts: O=[Mn]=O (MnO2). Run in C(Cl)Cl (DCM). Conditions: time 8 hour. The product is ClC1=NC=C(C=O)C(=C1)NCC (6-chloro-4-(ethylamino)nicotinaldehyde). Yield: 88.9%. As a reaction SMILES: [Cl:1][C:2]1[N:7]=[CH:6][C:5]([CH2:8][OH:9])=[C:4]([NH:10][CH2:11][CH3:12])[CH:3]=1>C(Cl)Cl.O=[Mn]=O>[Cl:1][C:2]1[CH:3]=[C:4]([NH:10][CH2:11][CH3:12])[C:5]([CH:8]=[O:9])=[CH:6][N:7]=1. Procedure: To a solution of (6-chloro-4-(ethylamino)pyridin-3-yl)methanol (2.5 g, 13.4 mmol) in DCM (30 mL) was added MnO2 (5.8 g, 67 mmol) and the reaction mixture was stirred at RT overnight. The reaction mixture was filtered and the filtrate was concentrated in vacuo to give 6-chloro-4-(ethylamino)nicotinaldehyde (2.2 g, 89% yield). 1H NMR (400 MHz, CDCl3): δ 9.82 (s, 1H), 8.51 (br s, 1H), 8.27 (s, 1H), 6.56 (s, 1H), 3.28 (m, 2H), 1.31 (t, J=7.2 Hz, 3H); MS (ESI) m/z: 185.0 [M+H]+. Starting materials: CCOC(=O)COc1cc(C)c(-c2nc3ccc(C(=O)Nc4cccc(Cl)c4)cc3[nH]2)c(C)c1, C1CCOC1, [Li+], [OH-]. The product is Cc1cc(OCC(=O)O)cc(C)c1-c1nc2ccc(C(=O)Nc3cccc(Cl)c3)cc2[nH]1. RXN SMILES: [CH2:1]([CH3:2])[O:3][C:4]([CH2:5][O:6][c:7]1[cH:8][c:9]([CH3:33])[c:10](-[c:14]2[n:15][c:16]3[c:17]([nH:18]2)[cH:19][c:20]([C:23]([NH:24][c:25]2[cH:26][c:27]([Cl:31])[cH:28][cH:29][cH:30]2)=[O:32])[cH:21][cH:22]3)[c:11]([CH3:13])[cH:12]1)=[O:34].[CH2:37]1[O:38][CH2:39][CH2:40][CH2:41]1.[Li+:36].[OH-:35]>>[O:3]=[C:4]([CH2:5][O:6][c:7]1[cH:8][c:9]([CH3:33])[c:10](-[c:14]2[n:15][c:16]3[c:17]([nH:18]2)[cH:19][c:20]([C:23]([NH:24][c:25]2[cH:26][c:27]([Cl:31])[cH:28][cH:29][cH:30]2)=[O:32])[cH:21][cH:22]3)[c:11]([CH3:13])[cH:12]1)[OH:34].